Dataset: the Open Reaction Database (ORD), a public repository of structured organic reaction records. Task: describe an organic reaction: reactants, conditions, products, and yield Starting materials: CCOC(=O)C1=Cc2cc(Br)ccc2N(C=O)CC1, O=C([O-])O, CCO, Cl, [Na+]. The product is CCOC(=O)C1=Cc2cc(Br)ccc2NCC1. As a reaction SMILES: [Br:1][c:2]1[cH:3][cH:4][c:5]2[c:6]([cH:19]1)[CH:7]=[C:8]([C:14](=[O:15])[O:16][CH2:17][CH3:18])[CH2:9][CH2:10][N:11]2[CH:12]=[O:13].[C:20](=[O:21])([O-:22])[OH:23].[CH3:26][CH2:27][OH:28].[ClH:25].[Na+:24]>>[Br:1][c:2]1[cH:3][cH:4][c:5]2[c:6]([cH:19]1)[CH:7]=[C:8]([C:14](=[O:15])[O:16][CH2:17][CH3:18])[CH2:9][CH2:10][NH:11]2.